This data is from the Open Reaction Database (ORD), a public repository of structured organic reaction records. The task is: describe an organic reaction: reactants, conditions, products, and yield The reactants are FC1=C(C=CC=C1)CC(=O)OC (Methyl 2-fluorophenylacetate), [Li+].CC(C)[N-]C(C)C (LDA), [Cl-].[NH4+] (ammonium chloride), CI (Methyl iodide). The solvent is C1CCOC1 (THF), C1CCOC1 (THF). Run at time 1 hour. Product: FC1=C(C=CC=C1)C(C(=O)OC)C (methyl 2-(2-fluorophenyl)propanoate). Isolated yield 99.9%. As a reaction SMILES: [F:1][C:2]1[CH:7]=[CH:6][CH:5]=[CH:4][C:3]=1[CH2:8][C:9]([O:11][CH3:12])=[O:10].[Li+].[CH3:14]C([N-]C(C)C)C.CI.[Cl-].[NH4+]>C1COCC1>[F:1][C:2]1[CH:7]=[CH:6][CH:5]=[CH:4][C:3]=1[CH:8]([CH3:14])[C:9]([O:11][CH3:12])=[O:10] |f:1.2,4.5|. Reported procedure: Methyl 2-fluorophenylacetate (24.2 g, 0.144 mol) in THF (75 ml) was added dropwise over 20 min to a -78° C. solution of LDA (diisopropylamine (16.0 g, 0.158 mol) and n-butyl lithium (2.5 M, 61 ml)) in THF (300 ml) and stirring was continued for 1 h. Methyl iodide (22.5 g, 0.158 mol) was added dropwise over 15 min and the reaction mixture allowed to warm to room temperature over 1 h. The solution was poured into saturated ammonium chloride solution and extracted with diethyl ether. The extract wa... Starting materials: C=1C=CC2=C(C1)N=NN2O (HOBt), CCN(C(C)C)C(C)C (DIPEA), C(CCC)OC(=O)Cl (n-butylchloroformate), [Cl-].C(C)(C)(C)OC(=O)CN1C(=NC2=C1C=CC=C2)SCC[NH3+] (2-(1-tert-butoxycarbonylmethyl-1H-benzoimidazol-2-ylsulfanyl)-ethyl-ammonium chloride), CCN(C(C)C)C(C)C (DIPEA), tris-(2-aminoethyl)amine polystyrene. Run in C1CCOC1 (THF), C1CCOC1 (THF), C1CCOC1 (THF). Reaction conditions: time 10 minute. The product is C(C)(C)(C)OC(CN1C(=NC2=C1C=CC=C2)SCCNC(=O)OCCCC)=O (tert-Butyl[2-(2-butoxycarbonylamino-ethylsulfanyl)-benzoimidazol-1-yl]-acetate). The yield is 46.6%. Reaction SMILES: [CH2:1]([O:5][C:6](Cl)=[O:7])[CH2:2][CH2:3][CH3:4].C1C=CC2N(O)N=NC=2C=1.CCN(C(C)C)C(C)C.[Cl-].[C:29]([O:33][C:34]([CH2:36][N:37]1[C:41]2[CH:42]=[CH:43][CH:44]=[CH:45][C:40]=2[N:39]=[C:38]1[S:46][CH2:47][CH2:48][NH3+:49])=[O:35])([CH3:32])([CH3:31])[CH3:30]>C1COCC1>[C:29]([O:33][C:34](=[O:35])[CH2:36][N:37]1[C:41]2[CH:42]=[CH:43][CH:44]=[CH:45][C:40]=2[N:39]=[C:38]1[S:46][CH2:47][CH2:48][NH:49][C:6]([O:5][CH2:1][CH2:2][CH2:3][CH3:4])=[O:7])([CH3:32])([CH3:30])[CH3:31] |f:3.4|. Reported procedure: tert-butyl[2-(2-tert-butoxycarbonylamino-ethylsulfanyl)-benzoimidazol-1-yl]-acetate (Precursor V-02b) is dissolved in 3M HCl in AcOEt and stirred for 1 h at rt. Evaporation of the solvent in vacuo yields 2-(1-tert-butoxycarbonylmethyl-1H-benzoimidazol-2-ylsulfanyl)-ethyl-ammonium chloride as a colourless solid. To a solution of n-butylchloroformate (14.9 mg, 14 μl, 0.11 mmol) in dry THF (0.5 ml) cooled to 0° C. is added a solution of HOBt (17.3 mg, 0.11 mmol) and DIPEA (18 mg, 23.8 μl, 0.14 mmol... The reactants are Cl (hydrochloric acid), CI (methyl iodide), C([O-])([O-])=O.[K+].[K+] (potassium carbonate), C(C)(C)(C)C=1C=C(C=C(C1O)I)C(C)=O (1-(3-tert-Butyl-4-hydroxy-5-iodophenyl)ethanone). The solvent is O (water), C(C)(=O)OCC (ethyl acetate), CN(C=O)C (N,N-dimethylformamide). Reaction conditions: temperature 60 celsius, time 3 hour. Product: C(C)(C)(C)C=1C=C(C=C(C1OC)I)C(C)=O (1-(3-tert-Butyl-5-iodo-4-methoxyphenyl)ethanone). The yield is 91.6%. Reaction SMILES: [C:1]([C:5]1[CH:6]=[C:7]([C:13](=[O:15])[CH3:14])[CH:8]=[C:9]([I:12])[C:10]=1[OH:11])([CH3:4])([CH3:3])[CH3:2].CI.[C:18](=O)([O-])[O-].[K+].[K+].Cl>O.C(OCC)(=O)C.CN(C)C=O>[C:1]([C:5]1[CH:6]=[C:7]([C:13](=[O:15])[CH3:14])[CH:8]=[C:9]([I:12])[C:10]=1[O:11][CH3:18])([CH3:4])([CH3:2])[CH3:3] |f:2.3.4|. Procedure details: 1-(3-tert-Butyl-4-hydroxy-5-iodophenyl)ethanone (616 mg, 1.93 mmol) was added to N,N-dimethylformamide (2.5 mL), and then methyl iodide (684 mg, 4.84 mmol) and potassium carbonate (401 mg, 2.90 mmol) were added, followed by 3 hours of stirring at 60° C. After cooling the mixture to room temperature, ethyl acetate (6 mL), water (3 mL), and 2 N hydrochloric acid (2 mL) were added, and the solution was separated. The organic layer was washed with a mixed solution of water (3 mL) and saturated brine... Reactants: C(C)[Mg]Br (ethylmagnesium bromide), BrC1=C(C=O)C=CC=C1 (2-bromobenzaldehyde), Cl (hydrochloric acid), ice water. Run in O1CCCC1 (tetrahydrofuran), O1CCCC1 (tetrahydrofuran). Reaction conditions: time 1 hour. The product is BrC1=C(C=CC=C1)C(CC)O (1-(2-bromophenyl)-1-propanol). Yield: 70.0%. Reaction SMILES: [CH2:1]([Mg]Br)[CH3:2].[Br:5][C:6]1[CH:13]=[CH:12][CH:11]=[CH:10][C:7]=1[CH:8]=[O:9].Cl>O1CCCC1>[Br:5][C:6]1[CH:13]=[CH:12][CH:11]=[CH:10][C:7]=1[CH:8]([OH:9])[CH2:1][CH3:2]. Reported procedure: A solution (1 mol/L, 60 mL) of ethylmagnesium bromide in tetrahydrofuran was added to a solution (200 mL) of 2-bromobenzaldehyde (5.55 g, 3.0 mmol) in tetrahydrofuran under ice-cooling, followed by stirring for 1 hour while gradually heating the mixture to room temperature. Next, the reaction solution was poured into ice water, and this mixture was neutralized with hydrochloric acid (1 mol/L) and then extracted with ethyl acetate. After the extract was washed with a saturated brine and then drie... The reactants are [OH-].[Na+] (sodium hydroxide), [BH4-].[Na+] (sodium borohydride), Cl (hydrochloric acid), CN1CCOCC1 (N-methylmorpholine), ClC(=O)OCC(C)C (isobutyl chloroformate), ClC1=CC=CC=2OC3=C(C(=CC21)C(=O)O)C=CC=C3 (1-chloro-dibenz[b,f]oxepine-10-carboxylic acid). Solvent: O (water), C(OC)COC (dimethoxyethane). Reaction conditions: temperature -15 celsius, time 15 minute. The product is ClC1=CC=CC=2OC3=C(C(=CC21)CO)C=CC=C3 ((1-chlorodibenz[b,f]oxepin-10-yl)-methanol). Yield: 96.6%. Reaction SMILES: CN1CCOCC1.ClC(OCC(C)C)=O.[Cl:16][C:17]1[C:27]2[CH:26]=[C:25]([C:28](O)=[O:29])[C:24]3[CH:31]=[CH:32][CH:33]=[CH:34][C:23]=3[O:22][C:21]=2[CH:20]=[CH:19][CH:18]=1.[BH4-].[Na+].Cl.[OH-].[Na+]>C(COC)OC.O>[Cl:16][C:17]1[C:27]2[CH:26]=[C:25]([CH2:28][OH:29])[C:24]3[CH:31]=[CH:32][CH:33]=[CH:34][C:23]=3[O:22][C:21]=2[CH:20]=[CH:19][CH:18]=1 |f:3.4,6.7|. Reported procedure: 2.0 ml (18.33 mmol) of N-methylmorpholine and 2.4 ml (18.33 mmol) of isobutyl chloroformate are added dropwise at -15° C. to a solution of 5.0 g (18.33 mmol) of 1-chloro-dibenz[b,f]oxepine-10-carboxylic acid in dimethoxyethane. After 5 minutes filtration is carried out and at -15° C. a solution of 1.39 g (36.67 mmol) of sodium borohydride in 15 ml of water is added dropwise to the filtrate. The mixture is stirred for 15 minutes at -15° C., then 35 ml of 1N hydrochloric acid are added and the mix... Procedure: Charge a 500 mL round bottom 3-neck flask that equipped with a thermocouple, mechanical stirrer, nitrogen inlet/outlet and cooling bath with 202.8 g (0.622 mol) of cesium carbonate and 260 g (260 mL) of water. Stir and cool the resulting solution to 22±3° C. Transfer the solution to the addition funnel. Charge a nitrogen-flushed 3 L reactor that equipped with an overhead stirrer, condenser, pH probe, nitrogen inlet/outlet and 500 mL addition funnel with 50.0 g (0.207 mol) of 5-bromo-4-(trifluoro... The reagents and catalysts are [Pd](Cl)Cl.C(C)(C)(C)P([C-]1C=CC=C1)C(C)(C)C.[C-]1(C=CC=C1)P(C(C)(C)C)C(C)(C)C.[Fe+2] (1,1′-bis(di-tert-butylphosphino) ferrocene palladium dichloride). Starting materials: C([O-])([O-])=O.[Cs+].[Cs+] (cesium carbonate), C([O-])([O-])=O.[Cs+].[Cs+] (cesium carbonate), O (water), BrC=1C(=CC(=NC1)N)C(F)(F)F (5-Bromo-4-(trifluoromethyl)pyridin-2-amine), CC1(OB(OC1(C)C)C1=CC(=NC(=N1)N1CCOCC1)N1CCOCC1)C (4,4′-[6-(4,4,5,5-tetramethyl-1,3,2-dioxaborolan-2-yl)pyrimidine-2,4-diyl]di[morpholine]). Product: N1(CCOCC1)C1=NC(=CC(=N1)C=1C(=CC(=NC1)N)C(F)(F)F)N1CCOCC1 (5-(2,6-Di-4-morpholinyl-4-pyrimidinyl)-4-trifluoromethylpyridin-2-amine). As a reaction SMILES: C(=O)([O-])[O-].[Cs+].[Cs+].O.Br[C:9]1[C:10]([C:16]([F:19])([F:18])[F:17])=[CH:11][C:12]([NH2:15])=[N:13][CH:14]=1.CC1(C)C(C)(C)OB([C:28]2[N:33]=[C:32]([N:34]3[CH2:39][CH2:38][O:37][CH2:36][CH2:35]3)[N:31]=[C:30]([N:40]3[CH2:45][CH2:44][O:43][CH2:42][CH2:41]3)[CH:29]=2)O1>[Pd](Cl)Cl.C(P(C(C)(C)C)[C-]1C=CC=C1)(C)(C)C.[C-]1(P(C(C)(C)C)C(C)(C)C)C=CC=C1.[Fe+2].O1CCCC1>[N:34]1([C:32]2[N:33]=[C:28]([C:9]3[C:10]([C:16]([F:19])([F:18])[F:17])=[CH:11][C:12]([NH2:15])=[N:13][CH:14]=3)[CH:29]=[C:30]([N:40]3[CH2:45][CH2:44][O:43][CH2:42][CH2:41]3)[N:31]=2)[CH2:39][CH2:38][O:37][CH2:36][CH2:35]1 |f:0.1.2,6.7.8.9|. Reaction conditions: temperature 22 celsius. The yield is 88.3%. Run in O1CCCC1 (tetrahydrofuran).